Dataset: the Open Reaction Database (ORD), a public repository of structured organic reaction records. Task: describe an organic reaction: reactants, conditions, products, and yield The reactants are ClCCl, CCN, O=C(Cl)Oc1ccccc1, [Na+], [OH-]. RXN SMILES: [CH2:16]([Cl:17])[Cl:18].[CH3:1][CH2:2][NH2:3].[Cl:6][C:7](=[O:8])[O:9][c:10]1[cH:11][cH:12][cH:13][cH:14][cH:15]1.[Na+:5].[OH-:4]>>[CH3:1][CH2:2][NH:3][C:7](=[O:8])[O:9][c:10]1[cH:11][cH:12][cH:13][cH:14][cH:15]1. Yields the product CCNC(=O)Oc1ccccc1. Starting materials: OCc1ccc(F)c(Br)c1, ClC(Cl)(Cl)Cl, O=S(Cl)Cl. Yields the product Fc1ccc(CCl)cc1Br. RXN SMILES: [Br:1][c:2]1[cH:3][c:4]([CH2:5][OH:6])[cH:7][cH:8][c:9]1[F:10].[C:15]([Cl:16])([Cl:17])([Cl:18])[Cl:19].[S:11]([Cl:12])([Cl:13])=[O:14]>>[Br:1][c:2]1[cH:3][c:4]([CH2:5][Cl:13])[cH:7][cH:8][c:9]1[F:10]. Starting materials: C(C)(=O)NC=1N=C(SC1)C1=CC=CC=C1 (4-acetamido-2-phenylthiazole), S(=O)(=O)(OC)C1=CC=C(C)C=C1 (methyl tosylate), [H-].[Na+] (sodium hydride). Run in C(C)#N (acetonitrile). Yields the product C(C)(=O)N(C)C=1N=C(SC1)C1=CC=CC=C1 (4-(N-Acetyl-N-methylamino)-2-phenylthiazole). As a reaction SMILES: [C:1]([NH:4][C:5]1[N:6]=[C:7]([C:10]2[CH:15]=[CH:14][CH:13]=[CH:12][CH:11]=2)[S:8][CH:9]=1)(=[O:3])[CH3:2].S(C1C=CC(C)=CC=1)(O[CH3:20])(=O)=O.[H-].[Na+]>C(#N)C>[C:1]([N:4]([C:5]1[N:6]=[C:7]([C:10]2[CH:15]=[CH:14][CH:13]=[CH:12][CH:11]=2)[S:8][CH:9]=1)[CH3:20])(=[O:3])[CH3:2] |f:2.3|. Reported procedure: A mixture of 4-acetamido-2-phenylthiazole, prepared according to Example 1, and methyl tosylate in acetonitrile may be treated with sodium hydride to give the title compound. Solvent: C1=CC=CC=C1 (benzene), C1=CC=CC=C1 (benzene). Reported procedure: In 200 ml of benzene was dissolved 6.10 g (0.026 mole) of 3-acetoxy-2,4,5-trifluorobenzoic acid (V), and to the solution was added 15 ml of thionyl chloride and stirred for 4 hours under reflux. After completion of the reaction, benzene and excess thionyl chloride were completely distilled off under reduced pressure to give 3-acetoxy-2,4,5-trifluorobenzoyl chloride (VI). Yields the product C(C)(=O)OC=1C(=C(C(=O)Cl)C=C(C1F)F)F (3-acetoxy-2,4,5-trifluorobenzoyl chloride). Reactants: C(C)(=O)OC=1C(=C(C(=O)O)C=C(C1F)F)F (3-acetoxy-2,4,5-trifluorobenzoic acid), S(=O)(Cl)Cl (thionyl chloride), S(=O)(Cl)Cl (thionyl chloride). Reaction SMILES: [C:1]([O:4][C:5]1[C:6]([F:16])=[C:7]([CH:11]=[C:12]([F:15])[C:13]=1[F:14])[C:8](O)=[O:9])(=[O:3])[CH3:2].S(Cl)([Cl:19])=O>C1C=CC=CC=1>[C:1]([O:4][C:5]1[C:6]([F:16])=[C:7]([CH:11]=[C:12]([F:15])[C:13]=1[F:14])[C:8]([Cl:19])=[O:9])(=[O:3])[CH3:2]. Reaction conditions: time 4 hour. Starting materials: O\C(\C(=O)OCC)=C/C(=O)C=1C=NC=C(C1)C (ethyl (2Z)-2-hydroxy-4-(5-methylpyridin-3-yl)-4-oxobut-2-enoate), S1C(=CC=C1)C1=NOC(=C1)N (3-(thiophen-2-yl)isoxazol-5-amine). The solvent is C(C)(=O)O (acetic acid). The product is CC=1C=C(C=NC1)C=1C=C(C2=C(N1)ON=C2C=2SC=CC2)C(=O)OCC (ethyl 6-(5-methylpyridin-3-yl)-3-(thiophen-2-yl)isoxazolo[5,4-b]pyridine-4-carboxylate). Reaction SMILES: O/[C:2](=[CH:8]\[C:9]([C:11]1[CH:12]=[N:13][CH:14]=[C:15]([CH3:17])[CH:16]=1)=O)/[C:3]([O:5][CH2:6][CH3:7])=[O:4].[S:18]1[CH:22]=[CH:21][CH:20]=[C:19]1[C:23]1[CH:27]=[C:26]([NH2:28])[O:25][N:24]=1>C(O)(=O)C>[CH3:17][C:15]1[CH:16]=[C:11]([C:9]2[CH:8]=[C:2]([C:3]([O:5][CH2:6][CH3:7])=[O:4])[C:27]3[C:23]([C:19]4[S:18][CH:22]=[CH:21][CH:20]=4)=[N:24][O:25][C:26]=3[N:28]=2)[CH:12]=[N:13][CH:14]=1. Reported procedure: A mixture of 1-3 (150 mg, 0.638 mmol) and 1-4 (106 mg, 0.638 mmol) in acetic acid (3 mL) was heated at reflux for 3 h. The mixture was cooled to rt and concentrated. The residue was purified by column chromatography (0-100% EtOAc in hexane) to give 1-5 as a white solid: 1H NMR (400 MHz, CDCl3) δ 9.16 (s, 1H), 8.59 (s, 1H), 8.36 (s, 1H), 8.15 (s, 1H), 7.58 (m, 1H), 7.39 (m, 1H), 7.22 (m, 1H), 4.21 (q, J=7.2 Hz, 2H), 2.48 (s, 3H), 1.07 (t, J=7.2 Hz, 3H); ESI+ MS [M+H]+ C19H16N3O3S=366.0. Starting materials: C1CCOC1, CC(C)OC(=O)N=NC(=O)OC(C)C, Cc1scnc1CCO, c1ccc(P(c2ccccc2)c2ccccc2)cc1. Product: O=P(c1ccccc1)(c1ccccc1)c1ccccc1. RXN SMILES: [CH2:43]1[O:44][CH2:45][CH2:46][CH2:47]1.[O:1]=[C:2]([O:3][CH:4]([CH3:5])[CH3:6])[N:7]=[N:8][C:9]([O:10][CH:11]([CH3:12])[CH3:13])=[O:14].[OH:15][CH2:16][CH2:17][c:18]1[n:19][cH:20][s:21][c:22]1[CH3:23].[c:24]1([P:30]([c:31]2[cH:32][cH:33][cH:34][cH:35][cH:36]2)[c:37]2[cH:38][cH:39][cH:40][cH:41][cH:42]2)[cH:25][cH:26][cH:27][cH:28][cH:29]1>>[O:1]=[P:30]([c:24]1[cH:25][cH:26][cH:27][cH:28][cH:29]1)([c:31]1[cH:32][cH:33][cH:34][cH:35][cH:36]1)[c:37]1[cH:38][cH:39][cH:40][cH:41][cH:42]1.